Dataset: the Open Reaction Database (ORD), a public repository of structured organic reaction records. Task: describe an organic reaction: reactants, conditions, products, and yield Starting materials: BrC1=NC=C(C(=O)NC=2C=NC(=CC2)C(F)(F)F)C=C1 (6-Bromo-N-(6-trifluoromethyl-pyridin-3-yl)-nicotinamide), COC(CC1CCC(CC1)C1=CC=C(C=C1)B1OC(C(O1)(C)C)(C)C)=O ({4-[4-(4,4,5,5-Tetramethyl-[1,3,2]dioxaborolan-2-yl)-phenyl]-cyclohexyl}-acetic acid methyl ester), C([O-])([O-])=O.[Na+].[Na+] (sodium carbonate). Reagents/catalysts: C1=CC=C(C=C1)[PH+](C2=CC=CC=C2)[C]3[CH][CH][CH][CH]3.C1=CC=C(C=C1)[PH+](C2=CC=CC=C2)[C]3[CH][CH][CH][CH]3.C(Cl)Cl.Cl[Pd]Cl.[Fe] (Dichloro[1,1′-bis(diphenylphosphino) ferrocene]palladium (II) dichloromethane adduct). The solvent is COCCOC (DME). Reaction conditions: temperature 80 celsius. The product is COC(CC1CCC(CC1)C1=CC=C(C=C1)C1=NC=C(C=C1)C(NC=1C=NC(=CC1)C(F)(F)F)=O)=O ((4-{4-[5-(6-Trifluoromethyl-pyridin-3-ylcarbamoyl)-pyridin-2-yl]-phenyl}-cyclohexyl)-acetic acid methyl ester). Reaction SMILES: Br[C:2]1[CH:20]=[CH:19][C:5]([C:6]([NH:8][C:9]2[CH:10]=[N:11][C:12]([C:15]([F:18])([F:17])[F:16])=[CH:13][CH:14]=2)=[O:7])=[CH:4][N:3]=1.[CH3:21][O:22][C:23](=[O:46])[CH2:24][CH:25]1[CH2:30][CH2:29][CH:28]([C:31]2[CH:36]=[CH:35][C:34](B3OC(C)(C)C(C)(C)O3)=[CH:33][CH:32]=2)[CH2:27][CH2:26]1.C(=O)([O-])[O-].[Na+].[Na+]>COCCOC.C1C=CC([PH+]([C]2[CH][CH][CH][CH]2)C2C=CC=CC=2)=CC=1.C1C=CC([PH+]([C]2[CH][CH][CH][CH]2)C2C=CC=CC=2)=CC=1.C(Cl)Cl.Cl[Pd]Cl.[Fe]>[CH3:21][O:22][C:23](=[O:46])[CH2:24][CH:25]1[CH2:26][CH2:27][CH:28]([C:31]2[CH:32]=[CH:33][C:34]([C:2]3[CH:20]=[CH:19][C:5]([C:6](=[O:7])[NH:8][C:9]4[CH:10]=[N:11][C:12]([C:15]([F:18])([F:17])[F:16])=[CH:13][CH:14]=4)=[CH:4][N:3]=3)=[CH:35][CH:36]=2)[CH2:29][CH2:30]1 |f:2.3.4,6.7.8.9.10,^1:63,64,65,66,67,81,82,83,84,85|. Procedure details: To 200 mg (1 mmol) 6-Bromo-N-(6-trifluoromethyl-pyridin-3-yl)-nicotinamide, 217 mg (1 mmol) {4-[4-(4,4,5,5-Tetramethyl-[1,3,2]dioxaborolan-2-yl)-phenyl]-cyclohexyl}-acetic acid methyl ester in DME (20 mL), Dichloro[1,1′-bis(diphenylphosphino) ferrocene]palladium (II) dichloromethane adduct (37 mg, 5 mol %), and saturated sodium carbonate aqueous solution (2 mL) were added and the mixture stirred at 80° C. over night under N2. Evaporated to dryness and purified by passing over small plug of silic...